This data is from the Open Reaction Database (ORD), a public repository of structured organic reaction records. The task is: describe an organic reaction: reactants, conditions, products, and yield Starting materials: Cc1ccccc1, C=CC(COC(c1ccccc1)(c1ccccc1)c1ccccc1)OCC(=NO)c1cccc(F)c1F, Oc1ccc(O)cc1. The product is Fc1cccc(C23COC(COC(c4ccccc4)(c4ccccc4)c4ccccc4)C2CON3)c1F. As a reaction SMILES: [CH3:46][c:47]1[cH:48][cH:49][cH:50][cH:51][cH:52]1.[F:1][c:2]1[c:3]([C:9]([CH2:10][O:11][CH:12]([CH2:13][O:14][C:15]([c:16]2[cH:17][cH:18][cH:19][cH:20][cH:21]2)([c:22]2[cH:23][cH:24][cH:25][cH:26][cH:27]2)[c:28]2[cH:29][cH:30][cH:31][cH:32][cH:33]2)[CH:34]=[CH2:35])=[N:36][OH:37])[cH:4][cH:5][cH:6][c:7]1[F:8].[OH:38][c:39]1[cH:40][cH:41][c:42]([OH:43])[cH:44][cH:45]1>>[F:1][c:2]1[c:3]([C:9]23[CH2:10][O:11][CH:12]([CH2:13][O:14][C:15]([c:16]4[cH:17][cH:18][cH:19][cH:20][cH:21]4)([c:22]4[cH:23][cH:24][cH:25][cH:26][cH:27]4)[c:28]4[cH:29][cH:30][cH:31][cH:32][cH:33]4)[CH:34]2[CH2:35][O:37][NH:36]3)[cH:4][cH:5][cH:6][c:7]1[F:8]. The reactants are C(Cl)Cl (CH2Cl2), COCOC1=CC=C2C(C(COC2=C1)(C)C1=CC=C(C=C1)OCOC)C1=CC=C(C=C1)OCCCCC1CCNCC1 ((3RS,4RS)-7-methoxymethoxy-3-(4-(methoxymethoxy)phenyl)-3-methyl-4-[4-(4-piperidylbutyloxy)phenyl]chroman). The solvent is CO (methanol), CO (methanol). The product is OC1=CC=C2C(C(COC2=C1)(C)C1=CC=C(C=C1)O)C1=CC=C(C=C1)OCCCCC1CCNCC1 ((3RS,4RS)-7-hydroxy-3-(4-hydroxyphenyl)-3-methyl-4-[4-(4-piperidylbutyloxy)phenyl]chroman). RXN SMILES: COC[O:4][C:5]1[CH:14]=[C:13]2[C:8]([CH:9]([C:26]3[CH:31]=[CH:30][C:29]([O:32][CH2:33][CH2:34][CH2:35][CH2:36][CH:37]4[CH2:42][CH2:41][NH:40][CH2:39][CH2:38]4)=[CH:28][CH:27]=3)[C:10]([C:16]3[CH:21]=[CH:20][C:19]([O:22]COC)=[CH:18][CH:17]=3)([CH3:15])[CH2:11][O:12]2)=[CH:7][CH:6]=1.C(Cl)Cl>CO>[OH:4][C:5]1[CH:14]=[C:13]2[C:8]([CH:9]([C:26]3[CH:31]=[CH:30][C:29]([O:32][CH2:33][CH2:34][CH2:35][CH2:36][CH:37]4[CH2:38][CH2:39][NH:40][CH2:41][CH2:42]4)=[CH:28][CH:27]=3)[C:10]([C:16]3[CH:17]=[CH:18][C:19]([OH:22])=[CH:20][CH:21]=3)([CH3:15])[CH2:11][O:12]2)=[CH:7][CH:6]=1. Procedure details: A mixture of (3RS,4RS)-7-methoxymethoxy-3-(4-(methoxymethoxy)phenyl)-3-methyl-4-[4-(4-piperidylbutyloxy)phenyl]chroman (325 mg, 0.56 mmol) p-toluenesulfonic acid (1.42 g, 5.6 mmol) and methanol was stirred at reflux for 12 h. After cooling, the mixture was extracted with ethyl acetate, dried over MgSO4, and filtered. The filtrate was evaporated under reduced pressure, and the concentrate thus obtained was subjected to silica gel column chromatography (CH2Cl2:methanol=10:1) to give 160 mg (yield.... Starting materials: BrC1=C(C=CC=C1)O (2-bromophenol), COC1=CC=C(C=C1)P(C1=CC=C(C=C1)OC)C1=CC=C(C=C1)OC (tris(4-methoxyphenyl) phosphine), C(CO)O (ethylene glycol). Reagents/catalysts: [Ni](Cl)Cl (nickel chloride). Solvent: O (water). Reaction conditions: temperature 160 celsius. Yields the product [Br-].COC1=CC=C(C=C1)[P+](C1=C(C=CC=C1)O)(C1=CC=C(C=C1)OC)C1=CC=C(C=C1)OC (tris(4-methoxyphenyl)(2-hydroxyphenyl)phosphonium bromide). Reaction SMILES: [Br:1][C:2]1[CH:7]=[CH:6][CH:5]=[CH:4][C:3]=1[OH:8].[CH3:9][O:10][C:11]1[CH:16]=[CH:15][C:14]([P:17]([C:26]2[CH:31]=[CH:30][C:29]([O:32][CH3:33])=[CH:28][CH:27]=2)[C:18]2[CH:23]=[CH:22][C:21]([O:24][CH3:25])=[CH:20][CH:19]=2)=[CH:13][CH:12]=1.C(O)CO>[Ni](Cl)Cl.O>[Br-:1].[CH3:25][O:24][C:21]1[CH:22]=[CH:23][C:18]([P+:17]([C:26]2[CH:27]=[CH:28][C:29]([O:32][CH3:33])=[CH:30][CH:31]=2)([C:14]2[CH:15]=[CH:16][C:11]([O:10][CH3:9])=[CH:12][CH:13]=2)[C:2]2[CH:7]=[CH:6][CH:5]=[CH:4][C:3]=2[OH:8])=[CH:19][CH:20]=1 |f:5.6|. Reported procedure: 10.4 g (0.060 mol) of 2-bromophenol, 23.20 g (0.066 mol) of tris(4-methoxyphenyl) phosphine, 0.65 g (5 mmol) of nickel chloride, and 40 ml of ethylene glycol were put into a separable flask (volume, 200 ml) equipped with a condenser and a stirrer, and reacted with stirring under heat at 160° C. The reaction liquid was cooled, 40 ml of pure water was dropwise added thereto, and the deposited crystal was washed with toluene, taken out through filtration, and dried to obtain tris(4-methoxyphenyl)(2... Starting materials: FC1=NC(=CC=C1)C(F)(F)F (2-fluoro-6-(trifluoromethyl)pyridine), Cl.N[C@@H]1[C@H](CCC1)NC(C1=C(C=CC=C1OC)OC)=O (N-[(1S,2S)-2-aminocyclopentyl]-2,6-dimethoxybenzamide hydrochloride), Cl.N[C@@H]1[C@H](CCC1)NC(C1=C(C=CC=C1OC)OC)=O (N-[(1S,2S)-2-aminocyclopentyl]-2,6-dimethoxybenzamide hydrochloride), CCN(C(C)C)C(C)C (DIPEA). Run in CN1CCCC1=O (NMP). Conditions: time 20 minute. Product: COC1=C(C(=O)N[C@@H]2[C@H](CCC2)NC2=NC(=CC=C2)C(F)(F)F)C(=CC=C1)OC (2,6-Dimethoxy-N-[(1S,2S)-2-{[6-(trifluoromethyl)pyridin-2-yl]amino}cyclopentyl]benzamide). As a reaction SMILES: Cl.[NH2:2][C@H:3]1[CH2:7][CH2:6][CH2:5][C@@H:4]1[NH:8][C:9](=[O:20])[C:10]1[C:15]([O:16][CH3:17])=[CH:14][CH:13]=[CH:12][C:11]=1[O:18][CH3:19].CCN(C(C)C)C(C)C.F[C:31]1[CH:36]=[CH:35][CH:34]=[C:33]([C:37]([F:40])([F:39])[F:38])[N:32]=1>CN1C(=O)CCC1>[CH3:17][O:16][C:15]1[CH:14]=[CH:13][CH:12]=[C:11]([O:18][CH3:19])[C:10]=1[C:9]([NH:8][C@H:4]1[CH2:5][CH2:6][CH2:7][C@@H:3]1[NH:2][C:31]1[CH:36]=[CH:35][CH:34]=[C:33]([C:37]([F:40])([F:39])[F:38])[N:32]=1)=[O:20] |f:0.1|. Procedure details: To a microwave vial were charged N-[(1S,2S)-2-Aminocyclopentyl]-2,6-dimethoxybenzamide hydrochloride (Intermediate 5; 80 mg, 0.266 mmol) in dry NMP (1 ml). To this was then added DIPEA (138 μl, 0.798 mmol) and 2-fluoro-6-(trifluoromethyl)pyridine (CAS number 94239-04-0; 53 mg, 0.319 mmol). The reaction was subjected to microwave irradiation at 200° C. for 30 minutes and then at 250° C. for 20 minutes. The reaction mixture was directly purified by reverse phase preparative HPLC (eluted with aceto... The reactants are S(=O)(Cl)Cl (Thionyl chloride), CO (methanol), Cl.CC=1C=C(C=CC1C)N[C@H](C)C(=O)O (3,4-Dimethylphenyl-D-alanine hydrochloride). Run at time 10 minute. The product is Cl.COC([C@H](NC1=CC(=C(C=C1)C)C)C)=O (3,4-dimethylphenyl-D-alanine methyl ester hydrochloride). As a reaction SMILES: S(Cl)([Cl:3])=O.Cl.[CH3:6][C:7]1[CH:8]=[C:9]([NH:14][C@@H:15]([C:17]([OH:19])=[O:18])[CH3:16])[CH:10]=[CH:11][C:12]=1[CH3:13].[CH3:20]O>>[ClH:3].[CH3:20][O:18][C:17](=[O:19])[C@@H:15]([CH3:16])[NH:14][C:9]1[CH:10]=[CH:11][C:12]([CH3:13])=[C:7]([CH3:6])[CH:8]=1 |f:1.2,4.5|. Procedure: Thionyl chloride (5.4 ml) was added dropwise to methanol (60 ml) below 5° C. with ice-salt bath cooling and stirring was continued for 10 minutes at the same temperature. 3,4-Dimethylphenyl-D-alanine hydrochloride (5.0 g) was added to the mixture by small portions over 20 minutes at −15° C. and the whole was stirred at room temperature for 6 hours, and evaporated under reduced pressure. The resulting solid was triturated with isopropyl ether to give colorless crystals of 3,4-dimethylphenyl-D-ala... Reactants: [Br-], CC1CO1, C1CCOC1, CCOCC, [Mg+]c1ccc(Cl)cc1. Product: CC(O)Cc1ccc(Cl)cc1. Reaction SMILES: [Br-:1].[CH2:10]1[CH:11]([CH3:12])[O:13]1.[CH2:19]1[O:20][CH2:21][CH2:22][CH2:23]1.[CH3:14][CH2:15][O:16][CH2:17][CH3:18].[Cl:2][c:3]1[cH:4][cH:5][c:6]([Mg+:9])[cH:7][cH:8]1>>[Cl:2][c:3]1[cH:4][cH:5][c:6]([CH2:10][CH:11]([CH3:12])[OH:13])[cH:7][cH:8]1.